This data is from the Open Reaction Database (ORD), a public repository of structured organic reaction records. The task is: describe an organic reaction: reactants, conditions, products, and yield Reaction conditions: time 10 minute. Yields the product C(#N)C1=C(C=C(C=C1)NC(C(C)=O)=O)C(F)(F)F (N-(4-Cyano-3-trifluoromethyl-phenyl)-2-oxo-propionamide). Reported procedure: Pyruvic acid (3.0 mL; 43 mmol) and thionyl chloride (3.1 mL; 43 mmol) were added simultaneously via syringes to a stirring solution of 4-cyano-3-trifluoromethyl-aniline (1.00 g; 5.38 mmol) in 20 mL of dry DMA at room temperature. After 10 minutes, the reaction mixture was diluted with ether and extracted 3 times with saturated NaHCO3 and 4 times with cold saturated brine. The organic layer was dried with MgSO4 and concentrated by rotary evaporation. The product was purified by silica gel chromat... Starting materials: C(C(=O)C)(=O)O (Pyruvic acid), S(=O)(Cl)Cl (thionyl chloride), C(#N)C1=C(C=C(N)C=C1)C(F)(F)F (4-cyano-3-trifluoromethyl-aniline). Reaction SMILES: [C:1]([OH:6])(=O)[C:2]([CH3:4])=[O:3].S(Cl)(Cl)=O.[C:11]([C:13]1[CH:19]=[CH:18][C:16]([NH2:17])=[CH:15][C:14]=1[C:20]([F:23])([F:22])[F:21])#[N:12]>CC(N(C)C)=O.CCOCC>[C:11]([C:13]1[CH:19]=[CH:18][C:16]([NH:17][C:1](=[O:6])[C:2](=[O:3])[CH3:4])=[CH:15][C:14]=1[C:20]([F:21])([F:22])[F:23])#[N:12]. Solvent: CC(=O)N(C)C (DMA), CCOCC (ether). Reactants: Clc1ncc(Br)cn1, C1COCCO1, CCOC(C)=O, CC(C)(C)OC(=O)N1CCNCC1, O. Yields the product CC(C)(C)OC(=O)N1CCN(c2ncc(Br)cn2)CC1. Reaction SMILES: [Br:1][c:2]1[cH:3][n:4][c:5]([Cl:8])[n:6][cH:7]1.[CH2:22]1[O:23][CH2:24][CH2:25][O:26][CH2:27]1.[CH3:29][CH2:30][O:31][C:32](=[O:33])[CH3:34].[N:9]1([C:15](=[O:16])[O:17][C:18]([CH3:19])([CH3:20])[CH3:21])[CH2:10][CH2:11][NH:12][CH2:13][CH2:14]1.[OH2:28]>>[Br:1][c:2]1[cH:3][n:4][c:5]([N:12]2[CH2:11][CH2:10][N:9]([C:15](=[O:16])[O:17][C:18]([CH3:19])([CH3:20])[CH3:21])[CH2:14][CH2:13]2)[n:6][cH:7]1. Reactants: CCO, COCCn1nc2c(N)nc3ccccc3c2c1CC(C)(C)C#N, [Na+], [OH-], O, OO. The product is COCCn1nc2c(N)nc3ccccc3c2c1CC(C)(C)C(N)=O. RXN SMILES: [CH3:25][CH2:26][OH:27].[NH2:1][c:2]1[n:3][c:4]2[cH:5][cH:6][cH:7][cH:8][c:9]2[c:10]2[c:11]1[n:12][n:13]([CH2:21][CH2:22][O:23][CH3:24])[c:14]2[CH2:15][C:16]([C:17]#[N:18])([CH3:19])[CH3:20].[Na+:29].[OH-:28].[OH2:32].[OH:30][OH:31]>>[NH2:1][c:2]1[n:3][c:4]2[cH:5][cH:6][cH:7][cH:8][c:9]2[c:10]2[c:11]1[n:12][n:13]([CH2:21][CH2:22][O:23][CH3:24])[c:14]2[CH2:15][C:16]([C:17]([NH2:18])=[O:27])([CH3:19])[CH3:20].